From a dataset of the Open Reaction Database (ORD), a public repository of structured organic reaction records. describe an organic reaction: reactants, conditions, products, and yield Starting materials: C(C)(C)(C)NC(=O)[C@@H]1C=C2[C@H](N(C1)C)COC1=C2C=C(C=C1)OC (cis-2-(N-t-butylcarbamoyl)-9-methoxy-4-methyl-2,3,4a,5-tetrahydro-4H-[1]-benzopyrano[3,4-b]pyridine). Solvent: [O-]CC.[Na+] (sodium ethoxide). Yields the product C(C)(C)(C)NC(=O)[C@@H]1C=C2[C@@H](N(C1)C)COC1=C2C=C(C=C1)OC (trans-2-(N-t-butylcarbamoyl)-9-methoxy-4-methyl-2,3,4a,5-tetrahydro-4H-[1]-benzopyrano[3,4-b]pyridine). RXN SMILES: [C:1]([NH:5][C:6]([C@H:8]1[CH2:13][N:12]([CH3:14])[C@@H:11]2[CH2:15][O:16][C:17]3[CH:22]=[CH:21][C:20]([O:23][CH3:24])=[CH:19][C:18]=3[C:10]2=[CH:9]1)=[O:7])([CH3:4])([CH3:3])[CH3:2]>[O-]CC.[Na+]>[C:1]([NH:5][C:6]([C@H:8]1[CH2:13][N:12]([CH3:14])[C@H:11]2[CH2:15][O:16][C:17]3[CH:22]=[CH:21][C:20]([O:23][CH3:24])=[CH:19][C:18]=3[C:10]2=[CH:9]1)=[O:7])([CH3:4])([CH3:3])[CH3:2] |f:1.2|. Procedure details: A solution of 950 mg of cis-2-(N-t-butylcarbamoyl)-9-methoxy-4-methyl-2,3,4a,5-tetrahydro-4H-[1]-benzopyrano[3,4-b]pyridine in 50 ml of 0.1M ethanolic sodium ethoxide is heated at 70° for 15 minutes. After removal of the solvent in vacuo, the residue is chromatographed over 20 g silica gel with ether/hexane 1:1 as the eluent to give trans-2-(N-t-butylcarbamoyl)-9-methoxy-4-methyl-2,3,4a,5-tetrahydro-4H-[1]-benzopyrano[3,4-b]pyridine crystallized as the hydrochloride salt, m.p. 238°-240°. The reactants are ClCCl, COc1ccc(C(=O)Cl)c(OC)c1, CC(C)(N)CO. The product is COc1ccc(C2=NC(C)(C)CO2)c(OC)c1. Reaction SMILES: [CH2:20]([Cl:21])[Cl:22].[CH3:1][O:2][c:3]1[c:4]([C:5](=[O:6])[Cl:7])[cH:8][cH:9][c:10]([O:12][CH3:13])[cH:11]1.[NH2:14][C:15]([CH2:16][OH:17])([CH3:18])[CH3:19]>>[CH3:1][O:2][c:3]1[c:4]([C:5]2=[N:14][C:15]([CH3:18])([CH3:19])[CH2:16][O:6]2)[cH:8][cH:9][c:10]([O:12][CH3:13])[cH:11]1. The reactants are CCOC(=O)C(=O)CBr, Nc1cnc2cc(Cl)c(Cl)cc2n1, C1CCOC1. Product: [Br-], CCOC(=O)C(=O)C[n+]1c(N)cnc2cc(Cl)c(Cl)cc21. Reaction SMILES: [Br:14][CH2:15][C:16]([C:17](=[O:18])[O:19][CH2:20][CH3:21])=[O:22].[NH2:1][c:2]1[n:3][c:4]2[cH:5][c:6]([Cl:13])[c:7]([Cl:12])[cH:8][c:9]2[n:10][cH:11]1.[O:23]1[CH2:24][CH2:25][CH2:26][CH2:27]1>>[Br-:14].[NH2:1][c:2]1[n+:3]([CH2:15][C:16]([C:17](=[O:18])[O:19][CH2:20][CH3:21])=[O:22])[c:4]2[cH:5][c:6]([Cl:13])[c:7]([Cl:12])[cH:8][c:9]2[n:10][cH:11]1. The reactants are CC1(OCCO1)C1=CC=C(O1)CN1N=C(C=C1)N (1-[5-(2-methyl-[1,3]dioxolan-2-yl)-furan-2-ylmethyl]-1H-pyrazol-3-ylamine), ClC1=C(C=CC=C1)/C=C/C(=O)O ((E)-3-(2-chloro-phenyl)-acrylic acid). The product is C(C)(=O)C1=CC=C(O1)CN1N=C(C=C1)NC(\C=C\C1=C(C=CC=C1)Cl)=O ((E)-N-[1-(5-Acetyl-furan-2-ylmethyl)-1H-pyrazol-3-yl]-3-(2-chloro-phenyl)-acrylamide). RXN SMILES: [CH3:1][C:2]1([C:7]2[O:11][C:10]([CH2:12][N:13]3[CH:17]=[CH:16][C:15]([NH2:18])=[N:14]3)=[CH:9][CH:8]=2)[O:6]CCO1.[Cl:19][C:20]1[CH:25]=[CH:24][CH:23]=[CH:22][C:21]=1/[CH:26]=[CH:27]/[C:28](O)=[O:29]>>[C:2]([C:7]1[O:11][C:10]([CH2:12][N:13]2[CH:17]=[CH:16][C:15]([NH:18][C:28](=[O:29])/[CH:27]=[CH:26]/[C:21]3[CH:22]=[CH:23][CH:24]=[CH:25][C:20]=3[Cl:19])=[N:14]2)=[CH:9][CH:8]=1)(=[O:6])[CH3:1]. Procedure details: Following general procedure B followed by either C or D, starting from 1-[5-(2-methyl-[1,3]dioxolan-2-yl)-furan-2-ylmethyl]-1H-pyrazol-3-ylamine and (E)-3-(2-chloro-phenyl)-acrylic acid. LC-MS-conditions 01: tR=0.92 min; [M+H]+=370.04. The reactants are C1(C(CCCC1)=O)=O (1,2-cyclohexanedione), Cl.N[C@@H](CCC)C(=O)N (norvalineamide hydrochloride), [OH-].[Na+] (NaOH). The solvent is CO (methanol). Conditions: temperature -30 celsius, time 30 minute. The product is OC1=NC=2CCCCC2N=C1CCC (2-hydroxy-3-propyl-5,6,7,8-tetrahydroquinoxaline). Yield: 49.5%. Reaction SMILES: [C:1]1(=O)[CH2:6][CH2:5][CH2:4][CH2:3][C:2]1=O.Cl.[NH2:10][C@H:11]([C:15]([NH2:17])=[O:16])[CH2:12][CH2:13][CH3:14].[OH-].[Na+]>CO>[OH:16][C:15]1[C:11]([CH2:12][CH2:13][CH3:14])=[N:10][C:1]2[CH2:6][CH2:5][CH2:4][CH2:3][C:2]=2[N:17]=1 |f:1.2,3.4|. Reported procedure: 1,2-cyclohexanedione (5.4 g, 48 mM) was added all at once to a methanol solution (80 ml) of norvalineamide hydrochloride (6.1 g, 40 mM) at -30° C., and aqueous 12.5N NaOH (8 ml) was added dropwise thereto. The reaction mixture was stirred at -30° C. for 30 mins., cooling was removed, and the mixture stirred at room temperature for 3 hours. Conc. hydrochloric acid (10 ml) was added to the reaction mixture under ice-cooling, sodium bicarbonate (8 g) was added after 10 mins., the methanol then bein...